This data is from the Open Reaction Database (ORD), a public repository of structured organic reaction records. The task is: describe an organic reaction: reactants, conditions, products, and yield As a reaction SMILES: FC(F)(F)S(O[C:7]1[CH2:8][CH2:9][N:10]([C:13]([O:15][C:16]([CH3:19])([CH3:18])[CH3:17])=[O:14])[CH2:11][CH:12]=1)(=O)=O.CC1(C)C(C)(C)OB([C:30]2[CH:31]=[C:32]([OH:36])[CH:33]=[CH:34][CH:35]=2)O1.C(O)C.C(=O)([O-])[O-].[Na+].[Na+]>O1CCOCC1.C1C=CC([P]([Pd]([P](C2C=CC=CC=2)(C2C=CC=CC=2)C2C=CC=CC=2)([P](C2C=CC=CC=2)(C2C=CC=CC=2)C2C=CC=CC=2)[P](C2C=CC=CC=2)(C2C=CC=CC=2)C2C=CC=CC=2)(C2C=CC=CC=2)C2C=CC=CC=2)=CC=1.ClCCl.CCCCCC.C(OCC)(=O)C>[OH:36][C:32]1[CH:31]=[C:30]([C:7]2[CH2:8][CH2:9][N:10]([C:13]([O:15][C:16]([CH3:19])([CH3:18])[CH3:17])=[O:14])[CH2:11][CH:12]=2)[CH:35]=[CH:34][CH:33]=1 |f:3.4.5,8.9,^1:56,58,77,96|. The reagents and catalysts are C=1C=CC(=CC1)[P](C=2C=CC=CC2)(C=3C=CC=CC3)[Pd]([P](C=4C=CC=CC4)(C=5C=CC=CC5)C=6C=CC=CC6)([P](C=7C=CC=CC7)(C=8C=CC=CC8)C=9C=CC=CC9)[P](C=1C=CC=CC1)(C=1C=CC=CC1)C=1C=CC=CC1 (tetrakis(triphenylphosphine)palladium(0)). Reactants: FC(S(=O)(=O)OC=1CCN(CC1)C(=O)OC(C)(C)C)(F)F (tert-butyl 4-{[(trifluoromethyl)sulfonyl]oxy}-3,6-dihydropyridine-1(2H)-carboxylate), CC1(OB(OC1(C)C)C=1C=C(C=CC1)O)C (3-(4,4,5,5-tetramethyl-1,3,2-dioxaborolan-2-yl)phenol), C([O-])([O-])=O.[Na+].[Na+] (sodium carbonate), C(C)O (ethanol). Reported procedure: The tert-butyl 4-{[(trifluoromethyl)sulfonyl]oxy}-3,6-dihydropyridine-1(2H)-carboxylate (6.42 g, 9.23 mmol), 3-(4,4,5,5-tetramethyl-1,3,2-dioxaborolan-2-yl)phenol 4.69 g, 21.3 mmol, and tetrakis(triphenylphosphine)palladium(0) (200 mg, 0.17 mmol) were mixed in dioxane (20 mL), ethanol (10 mL) and 2 M aqueous sodium carbonate (5.0 mL). The solution was refluxed for 4 hours, cooled to room temperature, and poured into ethyl acetate (150 mL). The solution was extracted with 1N aqueous hydrochloric ... Yields the product OC=1C=C(C=CC1)C=1CCN(CC1)C(=O)OC(C)(C)C (tert-butyl 4-(3-hydroxyphenyl)-3,6-dihydropyridine-1(2H)-carboxylate). Run in ClCCl.CCCCCC (dichloromethane hexane), C(C)(=O)OCC (ethyl acetate), O1CCOCC1 (dioxane). Isolated yield 208.0%.